This data is from the Open Reaction Database (ORD), a public repository of structured organic reaction records. The task is: describe an organic reaction: reactants, conditions, products, and yield The reactants are COC1=CC(=CC=C1)SC (1-Methoxy-3-methylsulfanyl-benzene), O (water). The solvent is Br (hydrogen bromide), C(C)(=O)O (acetic acid), Br (hydrobromic acid). Run at time 5.5 hour. Yields the product CSC=1C=C(C=CC1)O (3-Methylsulfanyl-phenol). The yield is 64.6%. RXN SMILES: C[O:2][C:3]1[CH:8]=[CH:7][CH:6]=[C:5]([S:9][CH3:10])[CH:4]=1.O>Br.C(O)(=O)C>[CH3:10][S:9][C:5]1[CH:4]=[C:3]([OH:2])[CH:8]=[CH:7][CH:6]=1. Procedure: 1-Methoxy-3-methylsulfanyl-benzene (32.87 g, 0.213 mol) was dissolved in a mixture of 30% hydrogen bromide in acetic acid (96 ml) and 48% aqueous hydrobromic acid (24 ml). The reaction was heated to reflux, and stirred at this temperature under nitrogen for 5.5 h. After cooling to room temperature the reaction mixture was poured into water (600 ml) and extracted with diethylether (3×300 ml). The combined organic extracts were washed with water (2×150 ml), brine (100 ml), dried over MgSO4 and the...